This data is from the Open Reaction Database (ORD), a public repository of structured organic reaction records. The task is: describe an organic reaction: reactants, conditions, products, and yield Reactants: C[Mg]Br (Methylmagnesium bromide), solution, CON(C(=O)C=1C=C2C=CC=NC2=CC1)C (quinoline-6-carboxylic acid methoxy-methyl-amide). Solvent: C1(=CC=CC=C1)C.C1CCOC1 (toluene THF), C1CCOC1 (THF). Reaction conditions: temperature 0 celsius, time 30 minute. Product: N1=CC=CC2=CC(=CC=C12)C(C)=O (1-Quinolin-6-yl-ethanone). As a reaction SMILES: [CH3:1][Mg]Br.CON(C)[C:7]([C:9]1[CH:10]=[C:11]2[C:16](=[CH:17][CH:18]=1)[N:15]=[CH:14][CH:13]=[CH:12]2)=[O:8]>C1(C)C=CC=CC=1.C1COCC1.C1COCC1>[N:15]1[C:16]2[C:11](=[CH:10][C:9]([C:7](=[O:8])[CH3:1])=[CH:18][CH:17]=2)[CH:12]=[CH:13][CH:14]=1 |f:2.3|. Reported procedure: Methylmagnesium bromide (190 mL of a 1.4 M solution in toluene/THF 3:1, 270 mmol) was added over 35 min to a solution of quinoline-6-carboxylic acid methoxy-methyl-amide (Stage 1.5, 26 g, 120 mmol) in THF at 0° C. under nitrogen. The RM was stirred for 30 min at 0° C. and then allowed to warm up to rt. The RM was quenched with 1 M HCl and the THF removed under reduced pressure. The residue was taken up in EtOAc and the organic layer separated, dried and concentrated to give the title compound as... Reactants: FC1=C(CN2N=C(N=C2C=2SC=CN2)C(N)=N)C=CC=C1 (1-(2-fluorobenzyl)-5-(thiazol-2-yl)-1H-1,2,4-triazole-3-carboximidamide), C1(=CC=CC=C1)N=NC(C#N)C#N (2-(phenyldiazenyl)malononitrile). Solvent: C(C)O (ethanol). Run at temperature 110 celsius. The product is FC1=C(CN2N=C(N=C2C=2SC=CN2)C2=NC(=C(C(=N2)N)N=NC2=CC=CC=C2)N)C=CC=C1 (2-(1-(2-fluorobenzyl)-5-(thiazol-2-yl)-1H-1,2,4-triazol-3-yl)-5-(phenyldiazenyl)pyrimidine-4,6-diamine). Yield: 99.0%. RXN SMILES: [F:1][C:2]1[CH:21]=[CH:20][CH:19]=[CH:18][C:3]=1[CH2:4][N:5]1[C:9]([C:10]2[S:11][CH:12]=[CH:13][N:14]=2)=[N:8][C:7]([C:15](=[NH:17])[NH2:16])=[N:6]1.[C:22]1([N:28]=[N:29][CH:30]([C:33]#[N:34])[C:31]#[N:32])[CH:27]=[CH:26][CH:25]=[CH:24][CH:23]=1>C(O)C>[F:1][C:2]1[CH:21]=[CH:20][CH:19]=[CH:18][C:3]=1[CH2:4][N:5]1[C:9]([C:10]2[S:11][CH:12]=[CH:13][N:14]=2)=[N:8][C:7]([C:15]2[N:16]=[C:31]([NH2:32])[C:30]([N:29]=[N:28][C:22]3[CH:27]=[CH:26][CH:25]=[CH:24][CH:23]=3)=[C:33]([NH2:34])[N:17]=2)=[N:6]1. Procedure: A suspension of 1-(2-fluorobenzyl)-5-(thiazol-2-yl)-1H-1,2,4-triazole-3-carboximidamide (Intermediate-6, 0.38 mmol) and 2-(phenyldiazenyl)malononitrile (1 equiv) in ethanol (6 mL) in a sealed tube was heated at 110° C. for 2 h. The reaction was conc. to afford 2-(1-(2-fluorobenzyl)-5-(thiazol-2-yl)-1H-1,2,4-triazol-3-yl)-5-(phenyldiazenyl)pyrimidine-4,6-diamine as an orange solid (>99% yield). The reactants are N-(2-Benzimidiazolylmethyl)ethylenediamine, CN(CCN=C=S)C (2-dimethylaminoethyl isothiocyanate), C(CN)N (ethylenediamine), ClCC=1NC2=C(N1)C=CC=C2 (2-chloromethyl-benzimidazole). Yields the product CN(CCNC(=S)NCCNCC=1NC2=C(N1)C=CC=C2)C (N-(2-Dimethylaminoethyl)-N'-[2-(2-benzimidazolylmethylamino)ethyl]thiourea). As a reaction SMILES: [CH2:1]([NH2:4])[CH2:2][NH2:3].Cl[CH2:6][C:7]1[NH:8][C:9]2[CH:15]=[CH:14][CH:13]=[CH:12][C:10]=2[N:11]=1.[CH3:16][N:17]([CH3:23])[CH2:18][CH2:19][N:20]=[C:21]=[S:22]>>[CH3:16][N:17]([CH3:23])[CH2:18][CH2:19][NH:20][C:21]([NH:3][CH2:2][CH2:1][NH:4][CH2:6][C:7]1[NH:8][C:9]2[CH:15]=[CH:14][CH:13]=[CH:12][C:10]=2[N:11]=1)=[S:22]. Procedure: N-(2-Benzimidiazolylmethyl)ethylenediamine, prepared by reacting ethylenediamine with 2-chloromethyl-benzimidazole by the procedure of Example 40, is reacted with 2-dimethylaminoethyl isothiocyanate by the procedure of Example 40 to give the title compound.